Dataset: the Open Reaction Database (ORD), a public repository of structured organic reaction records. Task: describe an organic reaction: reactants, conditions, products, and yield Reactants: C(C1=CC=CC=C1)OC1=C(C=CC=C1C1CCCC1)CC(CSCCC(=O)OC)O (Methyl 7-(2-benzyloxy-3-cyclopentylphenyl)-6-hydroxy-4-thiaheptanoate), [OH-].[Na+] (NaOH). Run in O (water), CO.O (methanol water). Conditions: time 8 hour. The product is C(C1=CC=CC=C1)OC1=C(C=CC=C1C1CCCC1)CC(CSCCC(=O)O)O (7-(2-benzyloxy-3-cyclopentylphenyl)-6-hydroxy-4-thiaheptanoic acid). Yield: 65.7%. RXN SMILES: [CH2:1]([O:8][C:9]1[C:14]([CH:15]2[CH2:19][CH2:18][CH2:17][CH2:16]2)=[CH:13][CH:12]=[CH:11][C:10]=1[CH2:20][CH:21]([OH:30])[CH2:22][S:23][CH2:24][CH2:25][C:26]([O:28]C)=[O:27])[C:2]1[CH:7]=[CH:6][CH:5]=[CH:4][CH:3]=1.[OH-].[Na+]>CO.O.O>[CH2:1]([O:8][C:9]1[C:14]([CH:15]2[CH2:16][CH2:17][CH2:18][CH2:19]2)=[CH:13][CH:12]=[CH:11][C:10]=1[CH2:20][CH:21]([OH:30])[CH2:22][S:23][CH2:24][CH2:25][C:26]([OH:28])=[O:27])[C:2]1[CH:3]=[CH:4][CH:5]=[CH:6][CH:7]=1 |f:1.2,3.4|. Procedure: 0.675 g (1.63 mmol) of methyl 7-(2-benzyloxy-3-cyclopentylphenyl)-6-hydroxy-4-thiaheptanoate (Example 1) is dissolved in 10 ml of methanol/water 9:1, and 0.7 g (17.5 mmol) of NaOH dissolved in a little water is added. The mixture is left to stir at room temperature overnight, then the solvent is removed by distillation in vacuo, and the residue is acidified with cold 1N hydrochloric acid. Three extractions with diethyl ether are carried out, and the organic phases are washed twice with saturated... The reactants are ClC1=C(C=C(C=C1[N+](=O)[O-])C(F)(F)F)[N+](=O)[O-] (2-chloro-1,3-dinitro-5-trifluoromethyl-benzene), CN(C)C=O (DMF), CN (methylamine). Run in O (water). Reaction conditions: time 6 hour. Yields the product [N+](=O)([O-])C1=C(C(=CC(=C1)C(F)(F)F)[N+](=O)[O-])NC ((2,6-dinitro-4-trifluoromethyl-phenyl)-methyl-amine). RXN SMILES: Cl[C:2]1[C:7]([N+:8]([O-:10])=[O:9])=[CH:6][C:5]([C:11]([F:14])([F:13])[F:12])=[CH:4][C:3]=1[N+:15]([O-:17])=[O:16].[CH3:18][N:19](C=O)C.CN>O>[N+:15]([C:3]1[CH:4]=[C:5]([C:11]([F:14])([F:13])[F:12])[CH:6]=[C:7]([N+:8]([O-:10])=[O:9])[C:2]=1[NH:19][CH3:18])([O-:17])=[O:16]. Procedure: To a mixture of 2-chloro-1,3-dinitro-5-trifluoromethyl-benzene (20 g) and DMF (30 mL), 40% of aqueous methylamine solution (15 mL) was added dropwise under ice-cooling. The mixture was stirred for 6 hours under ice-cooling, and then the reaction mixture was added to iced water. The precipitated powder was collected by filtration, and washed with water to give 20 g of (2,6-dinitro-4-trifluoromethyl-phenyl)-methyl-amine. The reactants are S1C=CC=C1 (thiophene), C1(CCCC1)=O (cyclopentanone), N1CCC(CC1)NC1=NC=CC=N1 (N-(4-piperidinyl)-2-pyrimidinamine), [H][H] (hydrogen). The reagents and catalysts are [Pd] (palladium-on-charcoal). The solvent is CO (methanol), C(C)O (ethanol). Product: C1(CCCC1)N1CCC(CC1)NC1=NC=CC=N1 (N-(1-cyclopentyl-4-piperidinyl)-2-pyrimidinamine). As a reaction SMILES: S1C=CC=C1.[C:6]1(=O)[CH2:10][CH2:9][CH2:8][CH2:7]1.[NH:12]1[CH2:17][CH2:16][CH:15]([NH:18][C:19]2[N:24]=[CH:23][CH:22]=[CH:21][N:20]=2)[CH2:14][CH2:13]1.[H][H]>[Pd].CO.C(O)C>[CH:6]1([N:12]2[CH2:13][CH2:14][CH:15]([NH:18][C:19]3[N:20]=[CH:21][CH:22]=[CH:23][N:24]=3)[CH2:16][CH2:17]2)[CH2:10][CH2:9][CH2:8][CH2:7]1. Procedure details: To 0.5 parts of a solution of 2 parts of thiophene in 40 parts of ethanol, are added 2 parts of cyclopentanone, 5.5 parts of N-(4-piperidinyl)-2-pyrimidinamine and 120 parts of methanol. The whole is hydrogenated at normal pressure and at room temperature with 2 parts of palladium-on-charcoal 10%. After the calculated amount of hydrogen is taken up, the catalyst is filtered off and the filtrate is evaporated. The residue is taken up in 4-methyl-2-pentanone and a small amount of trichloromethane.... The reactants are CCN=C=S, CC#N, N#CCCCCn1ncc(N)n1. Yields the product CCNC(=S)Nc1cnn(CCCCC#N)n1. As a reaction SMILES: [CH2:13]([CH3:14])[N:15]=[C:16]=[S:17].[CH3:18][C:19]#[N:20].[NH2:1][c:2]1[n:3][n:4]([CH2:7][CH2:8][CH2:9][CH2:10][C:11]#[N:12])[n:5][cH:6]1>>[NH:1]([c:2]1[n:3][n:4]([CH2:7][CH2:8][CH2:9][CH2:10][C:11]#[N:12])[n:5][cH:6]1)[C:16]([NH:15][CH2:13][CH3:14])=[S:17]. Reactants: CC(=O)OC(C)=O, CC1CC(c2ccncc2[N+](=O)[O-])=CC(NC(=O)OC(C)(C)C)C1O, c1ccncc1. Yields the product CC(=O)OC1C(C)CC(c2ccncc2[N+](=O)[O-])=CC1NC(=O)OC(C)(C)C. Reaction SMILES: [CH3:26][C:27](=[O:28])[O:29][C:30]([CH3:31])=[O:32].[OH:1][CH:2]1[CH:3]([CH3:25])[CH2:4][C:5]([c:16]2[c:17]([N+:22](=[O:23])[O-:24])[cH:18][n:19][cH:20][cH:21]2)=[CH:6][CH:7]1[NH:8][C:9]([O:10][C:11]([CH3:12])([CH3:13])[CH3:14])=[O:15].[cH:33]1[cH:34][cH:35][n:36][cH:37][cH:38]1>>[O:1]([CH:2]1[CH:3]([CH3:25])[CH2:4][C:5]([c:16]2[c:17]([N+:22](=[O:23])[O-:24])[cH:18][n:19][cH:20][cH:21]2)=[CH:6][CH:7]1[NH:8][C:9]([O:10][C:11]([CH3:12])([CH3:13])[CH3:14])=[O:15])[C:27]([CH3:26])=[O:28]. Reactants: C(C)(=O)O[C@H](C#C)CC[C@@H](COS(=O)(=O)C1=CC=C(C=C1)C)O ((3S,6S)-3-acetoxy-6-hydroxy-7-p-toluene sulfonyloxy-hept-1-yne), C(=O)([O-])[O-].[K+].[K+] (K2CO3), [NH4+].[Cl-] (NH4Cl). Solvent: CO (MeOH). Reaction conditions: time 3 hour. Product: C(#C)[C@@H]1CC[C@H](O1)CO ((2S,5S)-5-ethynyl-2-(hydroxymethyl)-tetrahydrofuran). The yield is 99.2%. Reaction SMILES: C(O[C@@H:5]([CH2:8][CH2:9][C@H:10]([OH:23])[CH2:11][O:12]S(C1C=CC(C)=CC=1)(=O)=O)[C:6]#[CH:7])(=O)C.C([O-])([O-])=O.[K+].[K+].[NH4+].[Cl-]>CO>[C:6]([C@H:5]1[O:23][C@H:10]([CH2:11][OH:12])[CH2:9][CH2:8]1)#[CH:7] |f:1.2.3,4.5|. Procedure: A solution of (3S,6S)-3-acetoxy-6-hydroxy-7-p-toluene sulfonyloxy-hept-1-yne 15 (3.67 g, 10.79 mmol) in MeOH (50 mL) at room temperature, was treated with K2CO3 (3.2 g, 23.7 mmol) and stirred for 3h. It was further treated with NH4Cl solution, evaporated MeOH and residue extracted with EtOAc (3×50 mL). Organic layer was washed with water (2×25 mL), brine (25 mL), dried (Na2SO4), and evaporated. The residue obtained was purified by column chromatography (Si-gel, 20% EtOAc-hexane) to afford (2S,5S...